Dataset: the Open Reaction Database (ORD), a public repository of structured organic reaction records. Task: describe an organic reaction: reactants, conditions, products, and yield Reactants: C(C)C1=NOC(=N1)C1=C(N=C(S1)N)C1=CC=CC=C1 (5-(3-ethyl-[1,2,4]oxadiazol-5-yl)-4-phenyl-thiazol-2-ylamine), C(CC)(=O)Cl (propionyl chloride). The product is C(C)C1=NOC(=N1)C1=C(N=C(S1)NC(CC)=O)C1=CC=CC=C1 (N-[5-(3-Ethyl-[1,2,4]oxadiazol-5-yl)-4-phenyl-thiazol-2-yl]-propionamide). Reaction SMILES: [CH2:1]([C:3]1[N:7]=[C:6]([C:8]2[S:12][C:11]([NH2:13])=[N:10][C:9]=2[C:14]2[CH:19]=[CH:18][CH:17]=[CH:16][CH:15]=2)[O:5][N:4]=1)[CH3:2].[C:20](Cl)(=[O:23])[CH2:21][CH3:22]>>[CH2:1]([C:3]1[N:7]=[C:6]([C:8]2[S:12][C:11]([NH:13][C:20](=[O:23])[CH2:21][CH3:22])=[N:10][C:9]=2[C:14]2[CH:19]=[CH:18][CH:17]=[CH:16][CH:15]=2)[O:5][N:4]=1)[CH3:2]. Procedure: Prepared from 5-(3-ethyl-[1,2,4]oxadiazol-5-yl)-4-phenyl-thiazol-2-ylamine and propionyl chloride. Starting materials: [H-].[Na+] (Sodium hydride), C(C)C1(C(CC=CC1)C(=O)OCC)OC(C)=O (ethyl 1-acetoxy-2-carboethoxycyclohex-4-ene). Run in C(C)O (ethanol). Conditions: time 1 hour. Product: O[C@H]1[C@@H](CC=CC1)C(=O)OCC (trans 1-hydroxy-2-carboethoxycyclohex-4-ene). Yield: 93.4%. As a reaction SMILES: [H-].[Na+].C([C:5]1([O:16]C(=O)C)[CH2:10][CH:9]=[CH:8][CH2:7][CH:6]1[C:11]([O:13][CH2:14][CH3:15])=[O:12])C>C(O)C>[OH:16][C@@H:5]1[CH2:10][CH:9]=[CH:8][CH2:7][C@H:6]1[C:11]([O:13][CH2:14][CH3:15])=[O:12] |f:0.1|. Procedure: Sodium hydride (200 mg) was added to a mixture of the cis and trans isomers of ethyl 1-acetoxy-2-carboethoxycyclohex-4-ene (1.60 g, 7.55 mmol) in absolute ethanol (50 ml), and the mixture was stirred for 1 hour at RT. The reaction mixture was neutralized with Dowex W 50 cation exchange resin (acid form), the resin removed by filtration, the solvents removed under vacuum, and the residue chromatographed on silica gel (hexane:EtOAc 7:3, Rf=0.40) to yield 1.2 g (94%) trans 1-hydroxy-2-carboethoxycy... Reactants: C(C)C1=CC=CC(=N1)N (6-Ethyl-pyridin-2-ylamine), C(C)OC(C(C(=O)OCC)=COCC)=O (2-ethoxymethylene-malonic acid diethyl ester). Run at temperature 100 celsius. Product: C(C)OC(C(C(=O)OCC)=CNC1=NC(=CC=C1)CC)=O (2-[(6-Ethyl-pyridin-2-ylamino)-methylene]-malonic acid diethyl ester). As a reaction SMILES: [CH2:1]([C:3]1[N:8]=[C:7]([NH2:9])[CH:6]=[CH:5][CH:4]=1)[CH3:2].[CH2:10]([O:12][C:13](=[O:24])[C:14](=[CH:20]OCC)[C:15]([O:17][CH2:18][CH3:19])=[O:16])[CH3:11]>>[CH2:10]([O:12][C:13](=[O:24])[C:14](=[CH:20][NH:9][C:7]1[CH:6]=[CH:5][CH:4]=[C:3]([CH2:1][CH3:2])[N:8]=1)[C:15]([O:17][CH2:18][CH3:19])=[O:16])[CH3:11]. Procedure: The crude product from Example 8b was combined with 2-ethoxymethylene-malonic acid diethyl ester (6.6 mL, 0.032 mol) and the mixture heated under a N2 atmosphere in an oil bath at 100° C. for 2 h. Purified by flash chromatography on silica gel eluting with EtOAc/hexane giving the title compound (7.16 g, 98%). Reactants: CNc1ccccc1, O=S(=O)(O)Cl, COc1ccc(Cl)cc1S(=O)(=O)Cl, COc1ccc(Cl)cc1, O. Product: COc1ccc(Cl)cc1S(=O)(=O)N(C)c1ccccc1. Reaction SMILES: [CH3:28][NH:29][c:30]1[cH:31][cH:32][cH:33][cH:34][cH:35]1.[Cl:10][S:11]([OH:12])(=[O:13])=[O:14].[Cl:15][c:16]1[cH:17][cH:18][c:19]([O:26][CH3:27])[c:20]([S:22](=[O:23])(=[O:24])[Cl:25])[cH:21]1.[Cl:1][c:2]1[cH:3][cH:4][c:5]([O:6][CH3:7])[cH:8][cH:9]1.[OH2:36]>>[Cl:15][c:16]1[cH:17][cH:18][c:19]([O:26][CH3:27])[c:20]([S:22](=[O:23])(=[O:24])[N:29]([CH3:28])[c:30]2[cH:31][cH:32][cH:33][cH:34][cH:35]2)[cH:21]1. Starting materials: CC(C)(C)OC(=O)N1CCCNCC1, CCO, S=C=Nc1ccc(Cl)cc1. Yields the product CC(C)(C)OC(=O)N1CCCN(C(=S)Nc2ccc(Cl)cc2)CC1. RXN SMILES: [C:11](=[O:12])([O:13][C:14]([CH3:15])([CH3:16])[CH3:17])[N:18]1[CH2:19][CH2:20][NH:21][CH2:22][CH2:23][CH2:24]1.[CH3:25][CH2:26][OH:27].[Cl:1][c:2]1[cH:3][cH:4][c:5]([N:8]=[C:9]=[S:10])[cH:6][cH:7]1>>[Cl:1][c:2]1[cH:3][cH:4][c:5]([NH:8][C:9](=[S:10])[N:21]2[CH2:20][CH2:19][N:18]([C:11](=[O:12])[O:13][C:14]([CH3:15])([CH3:16])[CH3:17])[CH2:24][CH2:23][CH2:22]2)[cH:6][cH:7]1. Starting materials: C(CC(=O)OC)(=O)OC (dimethyl malonate), CC[O-].[Na+] (sodium ethylate solution), O1CC(CC1)C1=NOC(=C1)C=CC(C)=O (4-[tetrahydrofur-3-yl-isoxazol-5-yl]-3-buten-2-one). The solvent is CO (methanol), CO (methanol). Run at temperature 25 celsius, time 1 day. Yields the product OC1=CC(CC(C1)C1=CC(=NO1)C1COCC1)=O (3-Hydroxy-5-[3-tetrahydrofur-3-ylisoxazol-5-yl]-2-cyclohexen-1-one). Yield: 63.9%. RXN SMILES: C(OC)(=O)[CH2:2][C:3](OC)=[O:4].CC[O-].[Na+].[O:14]1[CH2:18][CH2:17][CH:16]([C:19]2[CH:23]=[C:22]([CH:24]=[CH:25][C:26](=[O:28])[CH3:27])[O:21][N:20]=2)[CH2:15]1>CO>[OH:4][C:3]1[CH2:2][CH:24]([C:22]2[O:21][N:20]=[C:19]([CH:16]3[CH2:17][CH2:18][O:14][CH2:15]3)[CH:23]=2)[CH2:25][C:26](=[O:28])[CH:27]=1 |f:1.2|. Procedure details: 10.6 g of dimethyl malonate in 300 ml of methanol were initially taken, and 14.4 g of a 30% strength sodium ethylate solution in methanol were added at room temperature. Thereafter, 16.0 g of 4-[tetrahydrofur-3-yl-isoxazol-5-yl]-3-buten-2-one were added and the mixture was stirred for 1 day at 25° C. The residue which remained after the solvent had been removed was taken up in 10% strength sodium hydroxide solution and stirred for 24 hours at 25° C. The sodium hydroxide phase was washed with met... The reactants are CN(C)S(=O)(=O)n1c(Sc2ccccc2)cnc1[Si](C)(C)C(C)(C)C, CC(C)C[AlH]CC(C)C, CO. Product: CN(C)S(=O)(=O)n1cncc1Sc1ccccc1. Reaction SMILES: [CH3:1][N:2]([S:3](=[O:4])(=[O:5])[n:6]1[c:7]([Si:18]([C:19]([CH3:20])([CH3:21])[CH3:22])([CH3:23])[CH3:24])[n:8][cH:9][c:10]1[S:11][c:12]1[cH:13][cH:14][cH:15][cH:16][cH:17]1)[CH3:25].[CH3:26][CH:27]([CH2:28][AlH:29][CH2:30][CH:31]([CH3:32])[CH3:33])[CH3:34].[CH3:35][OH:36]>>[CH3:1][N:2]([S:3](=[O:4])(=[O:5])[n:6]1[cH:7][n:8][cH:9][c:10]1[S:11][c:12]1[cH:13][cH:14][cH:15][cH:16][cH:17]1)[CH3:25].